Dataset: the Open Reaction Database (ORD), a public repository of structured organic reaction records. Task: describe an organic reaction: reactants, conditions, products, and yield Reported procedure: Sodium periodate (0.34 mL, 0.22 mmol was added drop-wise to a slurry of silica gel (0.4 g) in DCM (3 mL)). The reaction was stirred for 10 minutes. tert-Butyl(1-(2-(1,2-dihydroxyethyl)quinolin-8-yl)piperidin-4-yl)methylcarbamate (74 mg, 0.18 mmol) in DCM (2 mL) was then added to the slurry and the reaction was stirred for 30 minutes. The reaction was filtered and the collected solids were washed with DCM (20 mL). The filtrate was concentrated to give the crude product. Starting materials: I(=O)(=O)(=O)[O-].[Na+] (Sodium periodate), C(C)(C)(C)OC(NCC1CCN(CC1)C=1C=CC=C2C=CC(=NC12)C(CO)O)=O (tert-Butyl(1-(2-(1,2-dihydroxyethyl)quinolin-8-yl)piperidin-4-yl)methylcarbamate). Product: C(C)(C)(C)OC(NCC1CCN(CC1)C=1C=CC=C2C=CC(=NC12)C=O)=O (tert-butyl(1-(2-formylquinolin-8-yl)piperidin-4-yl)methylcarbamate). Reaction SMILES: I([O-])(=O)(=O)=O.[Na+].[C:7]([O:11][C:12](=[O:35])[NH:13][CH2:14][CH:15]1[CH2:20][CH2:19][N:18]([C:21]2[CH:22]=[CH:23][CH:24]=[C:25]3[C:30]=2[N:29]=[C:28]([CH:31]([OH:34])CO)[CH:27]=[CH:26]3)[CH2:17][CH2:16]1)([CH3:10])([CH3:9])[CH3:8]>C(Cl)Cl>[C:7]([O:11][C:12](=[O:35])[NH:13][CH2:14][CH:15]1[CH2:20][CH2:19][N:18]([C:21]2[CH:22]=[CH:23][CH:24]=[C:25]3[C:30]=2[N:29]=[C:28]([CH:31]=[O:34])[CH:27]=[CH:26]3)[CH2:17][CH2:16]1)([CH3:10])([CH3:8])[CH3:9] |f:0.1|. Run at time 10 minute. The solvent is C(Cl)Cl (DCM), C(Cl)Cl (DCM).